Dataset: the Open Reaction Database (ORD), a public repository of structured organic reaction records. Task: describe an organic reaction: reactants, conditions, products, and yield Starting materials: BrC1=CC=NC2=CC=C(C=C12)C#N (4-bromo-6-cyanoquinoline), C(C)(C)(C)OC(NC1CCNCC1)=O (piperidin-4-yl-carbamic acid tert-butyl ester). Product: NC1CCN(CC1)C1=CC=NC2=CC=C(C=C12)C#N (4-(4-Amino-piperidin-1-yl)-quinoline-6-carbonitrile). As a reaction SMILES: Br[C:2]1[C:11]2[C:6](=[CH:7][CH:8]=[C:9]([C:12]#[N:13])[CH:10]=2)[N:5]=[CH:4][CH:3]=1.C(OC(=O)[NH:20][CH:21]1[CH2:26][CH2:25][NH:24][CH2:23][CH2:22]1)(C)(C)C>>[NH2:20][CH:21]1[CH2:26][CH2:25][N:24]([C:2]2[C:11]3[C:6](=[CH:7][CH:8]=[C:9]([C:12]#[N:13])[CH:10]=3)[N:5]=[CH:4][CH:3]=2)[CH2:23][CH2:22]1. Procedure: Starting from 4-bromo-6-cyanoquinoline (commercial) and piperidin-4-yl-carbamic acid tert-butyl ester (commercial) the title compound was prepared according to procedure F followed by procedure E and was isolated as a yellow solid (382 mg, 69% over two steps). The reactants are C(=O)(Cl)Cl (phosgene), C(C1=CC=CC=C1)N1CC(CC1)OC1=CC(=C(C=C1)Cl)Cl (1-benzyl-3-(3,4-dichlorophenoxy)pyrrolidine). Run in C1=CC=CC=C1 (benzene), C1=CC=CC=C1 (benzene). Run at time 0.5 hour. The product is ClC=1C=C(OC2CN(CC2)C(=O)Cl)C=CC1Cl (3-(3,4-Dichlorophenoxy)-1-pyrrolidinecarbonyl Chloride). Isolated yield 4.4%. As a reaction SMILES: [C:1]([Cl:4])(Cl)=[O:2].C([N:12]1[CH2:16][CH2:15][CH:14]([O:17][C:18]2[CH:23]=[CH:22][C:21]([Cl:24])=[C:20]([Cl:25])[CH:19]=2)[CH2:13]1)C1C=CC=CC=1>C1C=CC=CC=1>[Cl:25][C:20]1[CH:19]=[C:18]([CH:23]=[CH:22][C:21]=1[Cl:24])[O:17][CH:14]1[CH2:15][CH2:16][N:12]([C:1]([Cl:4])=[O:2])[CH2:13]1. Procedure: To a stirred solution of 275 ml of 2 molar phosgene (0.55 mole) in benzene under nitrogen gas was added dropwise a solution of 0.5 mole of 1-benzyl-3-(3,4-dichlorophenoxy)pyrrolidine in 200 ml of dry benzene. The reaction mixture was stirred an additional 0.5 hr, then was filtered to remove 10 g of the starting pyrrolidine compound as the hydrochloric acid salt. The filtrate was concentrated under reduced pressure to give an oil. The oil was triturated four times in succession with 200 ml each o... Solvent: CN(C)C=O (DMF). Reactants: Cl.CN(CCCN=C=NCC)C (N-(3-dimethylaminopropyl)-N′-ethyl-carbodiimide hydrochloride), CCOC(=O)C=1NC2=CC=C(C=C2C1)C(=O)O (1H-indole-2,5-dicarboxylic acid 2-ethyl ester), N1(CCNCCC1)C(=O)OC(C)(C)C (tert-butyl 1-homopiperazine-carboxylate), ON1N=NC2=C1C=CC=C2 (N-hydroxybenzotriazole). The product is C(C)OC(=O)C=1NC2=CC=C(C=C2C1)C(=O)N1CCN(CCC1)C(=O)OC(C)(C)C (5-(4-tert-Butoxycarbonyl-[1,4]diazepane-1-carbonyl)-1H-indole-2-carboxylic acid ethyl ester). The yield is 96.5%. Procedure details: To a solution of 1H-indole-2,5-dicarboxylic acid 2-ethyl ester (3.08 g, 13 mmol) and tert-butyl 1-homopiperazine-carboxylate (1 eq., 2.657 g) in DMF (50 ml) was added N-hydroxybenzotriazole (0.2 eq., 360 mg). After a five minutes, N-(3-dimethylaminopropyl)-N′-ethyl-carbodiimide hydrochloride (1.2 eq., 3.05 g) was added and the mixture stirred at room temperature overnight. The solvent was removed under reduced pressure and the crude product was purified by column chromatography on silica gel (3:... Reaction conditions: time 5 minute. As a reaction SMILES: [CH3:1][CH2:2][O:3][C:4]([C:6]1[NH:7][C:8]2[C:13]([CH:14]=1)=[CH:12][C:11]([C:15]([OH:17])=O)=[CH:10][CH:9]=2)=[O:5].[N:18]1([C:25]([O:27][C:28]([CH3:31])([CH3:30])[CH3:29])=[O:26])[CH2:24][CH2:23][CH2:22][NH:21][CH2:20][CH2:19]1.ON1C2C=CC=CC=2N=N1.Cl.CN(C)CCCN=C=NCC>CN(C=O)C>[CH2:2]([O:3][C:4]([C:6]1[NH:7][C:8]2[C:13]([CH:14]=1)=[CH:12][C:11]([C:15]([N:21]1[CH2:22][CH2:23][CH2:24][N:18]([C:25]([O:27][C:28]([CH3:31])([CH3:30])[CH3:29])=[O:26])[CH2:19][CH2:20]1)=[O:17])=[CH:10][CH:9]=2)=[O:5])[CH3:1] |f:3.4|.